describe an organic reaction: reactants, conditions, products, and yield From a dataset of the Open Reaction Database (ORD), a public repository of structured organic reaction records. Starting materials: C[O-].[Na+] (Sodium methoxide), ClC1=NC(=C(C(=N1)Cl)[N+](=O)[O-])C (2,4-dichloro-6-methyl-5-nitropyrimidine). Solvent: CO (methanol), O (water). Run at temperature 0 celsius, time 30 minute. Product: ClC1=NC(=NC(=C1[N+](=O)[O-])C)OC (4-Chloro-2-methoxy-6-methyl-5-nitropyrimidine). Yield: 25.2%. RXN SMILES: [CH3:1][O-:2].[Na+].Cl[C:5]1[N:10]=[C:9]([Cl:11])[C:8]([N+:12]([O-:14])=[O:13])=[C:7]([CH3:15])[N:6]=1>CO.O>[Cl:11][C:9]1[C:8]([N+:12]([O-:14])=[O:13])=[C:7]([CH3:15])[N:6]=[C:5]([O:2][CH3:1])[N:10]=1 |f:0.1|. Procedure details: Sodium methoxide (28% solution in methanol, 47.0 g, 244 mmol) was added dropwise to a stirred solution of 2,4-dichloro-6-methyl-5-nitropyrimidine (48.3 g, 232 mmol) in methanol (600 mL) at 0° C., and the mixture was stirred at 0° C. for 30 min. The mixture was diluted with water, concentrated, and extracted with ethyl acetate. The combined organic layer was washed with brine, dried over anhydrous magnesium sulfate, filtered and concentrated in vacuo. The residue was purified by flash column chro... Starting materials: CC(=O)OCCCC1(C)Cn2cc([N+](=O)[O-])nc2O1, O=C([O-])[O-], CO, [K+], [K+]. The product is CC1(CCCO)Cn2cc([N+](=O)[O-])nc2O1. Reaction SMILES: [C:1](=[O:2])([CH3:3])[O:4][CH2:5][CH2:6][CH2:7][C:8]1([CH3:19])[CH2:9][n:10]2[c:11]([n:13][c:14]([N+:16](=[O:17])[O-:18])[cH:15]2)[O:12]1.[C:20](=[O:21])([O-:22])[O-:23].[CH3:26][OH:27].[K+:24].[K+:25]>>[OH:4][CH2:5][CH2:6][CH2:7][C:8]1([CH3:19])[CH2:9][n:10]2[c:11]([n:13][c:14]([N+:16](=[O:17])[O-:18])[cH:15]2)[O:12]1. Reactants: NCCCN1CCC(CC1)C=1C=C(C=CC1)NC(C(C)C)=O (N-{3-[1-(3-aminopropyl)-4-piperidinyl]phenyl}-2-methylpropanamide), ClC1=C(C(=CC=C1)F)C1=NOC(=C1C(=O)Cl)C (3-(2-chloro-6-fluorophenyl)-5-methyl-4-isoxazolecarbonyl chloride). Yields the product ClC1=C(C(=CC=C1)F)C1=NOC(=C1C(=O)NCCCN1CCC(CC1)C1=CC(=CC=C1)NC(C(C)C)=O)C (3-(2-CHLORO-6-FLUOROPHENYL)-N-(3-{4-[3-(ISOBUTYRYLAMINO)PHENYL]-1-PIPERIDINYL}PROPYL)-5-METHYL-4-ISOXAZOLECARBOXAMIDE). RXN SMILES: [NH2:1][CH2:2][CH2:3][CH2:4][N:5]1[CH2:10][CH2:9][CH:8]([C:11]2[CH:12]=[C:13]([NH:17][C:18](=[O:22])[CH:19]([CH3:21])[CH3:20])[CH:14]=[CH:15][CH:16]=2)[CH2:7][CH2:6]1.[Cl:23][C:24]1[CH:29]=[CH:28][CH:27]=[C:26]([F:30])[C:25]=1[C:31]1[C:35]([C:36](Cl)=[O:37])=[C:34]([CH3:39])[O:33][N:32]=1>>[Cl:23][C:24]1[CH:29]=[CH:28][CH:27]=[C:26]([F:30])[C:25]=1[C:31]1[C:35]([C:36]([NH:1][CH2:2][CH2:3][CH2:4][N:5]2[CH2:10][CH2:9][CH:8]([C:11]3[CH:16]=[CH:15][CH:14]=[C:13]([NH:17][C:18](=[O:22])[CH:19]([CH3:20])[CH3:21])[CH:12]=3)[CH2:7][CH2:6]2)=[O:37])=[C:34]([CH3:39])[O:33][N:32]=1. Reported procedure: Prepared by Procedure Q1 and Scheme AC using N-{3-[1-(3-aminopropyl)-4-piperidinyl]phenyl}-2-methylpropanamide and 3-(2-chloro-6-fluorophenyl)-5-methyl-4-isoxazolecarbonyl chloride: ESMS m/e: 541.2 (M+H)+.